From a dataset of the Open Reaction Database (ORD), a public repository of structured organic reaction records. describe an organic reaction: reactants, conditions, products, and yield Starting materials: CC#N, O=C(Nc1cccc2ncccc12)C(Cl)(Cl)Cl, C1CCC2=NCCCN2CC1, O, O=C1OC(c2ccccc2)(c2ccccc2)C2CNCCN12. The product is O=C(Nc1cccc2ncccc12)N1CCN2C(=O)OC(c3ccccc3)(c3ccccc3)C2C1. RXN SMILES: [CH3:51][C:52]#[N:53].[Cl:34][C:35]([C:36](=[O:37])[NH:38][c:39]1[c:40]2[cH:41][cH:42][cH:43][n:44][c:45]2[cH:46][cH:47][cH:48]1)([Cl:49])[Cl:50].[N:23]12[CH2:24][CH2:25][CH2:26][N:27]=[C:28]1[CH2:29][CH2:30][CH2:31][CH2:32][CH2:33]2.[OH2:54].[c:1]1([C:7]2([c:17]3[cH:18][cH:19][cH:20][cH:21][cH:22]3)[O:8][C:9](=[O:16])[N:10]3[CH:11]2[CH2:12][NH:13][CH2:14][CH2:15]3)[cH:2][cH:3][cH:4][cH:5][cH:6]1>>[c:1]1([C:7]2([c:17]3[cH:18][cH:19][cH:20][cH:21][cH:22]3)[O:8][C:9](=[O:16])[N:10]3[CH:11]2[CH2:12][N:13]([C:36](=[O:37])[NH:38][c:39]2[c:40]4[cH:41][cH:42][cH:43][n:44][c:45]4[cH:46][cH:47][cH:48]2)[CH2:14][CH2:15]3)[cH:2][cH:3][cH:4][cH:5][cH:6]1. Reactants: FC=1C=C(CNC(=O)NC=2SC=C(N2)CI)C=CC1 (1-(3-Fluorobenzyl)-3-(4-(iodomethyl)thiazol-2-yl)urea), S1C(NC(C1)=O)=O (thiazolidine-2,4-dione), FC=1C=C(CNC(=O)NC=2SC=C(N2)CI)C=CC1 (1-(3-Fluorobenzyl)-3-(4-(iodomethyl)thiazol-2-yl)urea), CCN(C(C)C)C(C)C (DIPEA), C([O-])([O-])=O.[K+].[K+] (potassium carbonate). Solvent: C1CCOC1 (THF). Reaction conditions: time 8 hour. Product: O=C1SCC(N1CC=1N=C(SC1)NC(=O)NCC1=CC(=CC=C1)F)=O (1-(4-((2,4-dioxothiazolidin-3-yl)methyl)thiazol-2-yl)-3-(3-fluorobenzyl)urea). RXN SMILES: [F:1][C:2]1[CH:3]=[C:4]([CH:17]=[CH:18][CH:19]=1)[CH2:5][NH:6][C:7]([NH:9][C:10]1[S:11][CH:12]=[C:13]([CH2:15]I)[N:14]=1)=[O:8].CCN(C(C)C)C(C)C.C(=O)([O-])[O-].[K+].[K+].[S:35]1[CH2:39][C:38](=[O:40])[NH:37][C:36]1=[O:41]>C1COCC1>[O:41]=[C:36]1[N:37]([CH2:15][C:13]2[N:14]=[C:10]([NH:9][C:7]([NH:6][CH2:5][C:4]3[CH:17]=[CH:18][CH:19]=[C:2]([F:1])[CH:3]=3)=[O:8])[S:11][CH:12]=2)[C:38](=[O:40])[CH2:39][S:35]1 |f:2.3.4|. Reported procedure: 1-(3-Fluoro-benzyl)-3-(4-iodomethyl-thiazol-2-yl)-urea (Intermediate 7, 0.3 mmol) was taken up in THF (3 ml) and DIPEA (1 eq.) and potassium carbonate (1 eq.) was added, followed by thiazolidine-2,4-dione (1 eq.). The reaction was stirred at room temperature overnight. Solvent is removed in vacuo and the crude material was purified by column chromatography with a gradient of 0-60% of (9:1 EtOAc/MeOH) and hexanes to afford 1-(4-((2,4-dioxothiazolidin-3-yl)methyl)thiazol-2-yl)-3-(3-fluorobenzyl)ur...